describe an organic reaction: reactants, conditions, products, and yield From a dataset of the Open Reaction Database (ORD), a public repository of structured organic reaction records. The reactants are CC(C)N1CCN(C(=O)C2CCC(Oc3ccc(C(=O)NNC(=O)OC(C)(C)C)cc3)CC2)CC1, C1COCCO1, CO, Cl. Yields the product CC(C)N1CCN(C(=O)C2CCC(Oc3ccc(C(=O)NN)cc3)CC2)CC1. As a reaction SMILES: [C:1]([O:2][C:3](=[O:4])[NH:8][NH:9][C:10]([c:11]1[cH:12][cH:13][c:14]([O:17][CH:18]2[CH2:19][CH2:20][CH:21]([C:24](=[O:25])[N:26]3[CH2:27][CH2:28][N:29]([CH:32]([CH3:33])[CH3:34])[CH2:30][CH2:31]3)[CH2:22][CH2:23]2)[cH:15][cH:16]1)=[O:35])([CH3:5])([CH3:6])[CH3:7].[CH2:37]1[O:38][CH2:39][CH2:40][O:41][CH2:42]1.[CH3:43][OH:44].[ClH:36]>>[NH2:8][NH:9][C:10]([c:11]1[cH:12][cH:13][c:14]([O:17][CH:18]2[CH2:19][CH2:20][CH:21]([C:24](=[O:25])[N:26]3[CH2:27][CH2:28][N:29]([CH:32]([CH3:33])[CH3:34])[CH2:30][CH2:31]3)[CH2:22][CH2:23]2)[cH:15][cH:16]1)=[O:35]. The reactants are P(=O)(Cl)(Cl)Cl (phosphorus oxychloride), NC=1C(=NC=CC1)NC1=CC=CC=C1 (3-amino-2-anilinopyridine), N1(C=NC=C1)CC(=O)O (2-(imidazol-1-yl)acetic acid), N1=CC=CC=C1 (pyridine). The solvent is C(Cl)(Cl)Cl (chloroform). The product is N1(C=NC=C1)CC(=O)NC=1C(=NC=CC1)NC1=CC=CC=C1 (2-(imidazol-1-yl)-N-(2-anilinopyridin 3-yl)acetamide). Isolated yield 25.3%. As a reaction SMILES: [NH2:1][C:2]1[C:3]([NH:8][C:9]2[CH:14]=[CH:13][CH:12]=[CH:11][CH:10]=2)=[N:4][CH:5]=[CH:6][CH:7]=1.[N:15]1([CH2:20][C:21](O)=[O:22])[CH:19]=[CH:18][N:17]=[CH:16]1.N1C=CC=CC=1.P(Cl)(Cl)(Cl)=O>C(Cl)(Cl)Cl>[N:15]1([CH2:20][C:21]([NH:1][C:2]2[C:3]([NH:8][C:9]3[CH:10]=[CH:11][CH:12]=[CH:13][CH:14]=3)=[N:4][CH:5]=[CH:6][CH:7]=2)=[O:22])[CH:19]=[CH:18][N:17]=[CH:16]1. Reported procedure: To a mixture of 3-amino-2-anilinopyridine (0.5 g), 2-(imidazol-1-yl)acetic acid (0.38 g) and pyridine (0.24 ml) in chloroform (5 ml) was dropwise added phosphorus oxychloride (0.28 ml) and the mixture was refluxed for 1.5 hours. After being cooled, the reaction mixture was decanted and the residue was poured into saturated aqueous sodium bicarbonate. The mixture was extracted three times with ethyl acetate. The combined extract was dried over magnesiumsulfate and the solvent was evaporated under... Reactants: Cl.C1(=CC=CC=C1)C1(CC[C@@]([C@@H]2CNC[C@H]12)(O)C1=C(C=CC=C1)OC)C1=CC=CC=C1 ((3aS,4S,7aS)-7,7-diphenyl-4-(2-methoxyphenyl)perhydroisoindol-4-ol hydrochloride), C(C)(C)(C)OC(=O)N[C@H](C(=O)O)C1=CC=CC=C1 ((S)-2-tert-butoxycarbonylamino-2-phenylacetic acid). Product: C1(=CC=CC=C1)C1(CC[C@@]([C@@H]2CN(C[C@H]12)C([C@H](C1=CC=CC=C1)NC(=O)OC(C)(C)C)=O)(O)C1=C(C=CC=C1)OC)C1=CC=CC=C1 ((3aS,4S,7aS)-7,7-diphenyl-4-(2-methoxyphenyl)-2-[(S)-2-tert-butoxycarbonylamino-2-phenylacetyl]perhydroisoindol-4-ol). The yield is 11.1%. As a reaction SMILES: Cl.[C:2]1([C:8]2([C:26]3[CH:31]=[CH:30][CH:29]=[CH:28][CH:27]=3)[C@@H:16]3[C@@H:12]([CH2:13][NH:14][CH2:15]3)[C@@:11]([C:18]3[CH:23]=[CH:22][CH:21]=[CH:20][C:19]=3[O:24][CH3:25])([OH:17])[CH2:10][CH2:9]2)[CH:7]=[CH:6][CH:5]=[CH:4][CH:3]=1.[C:32]([O:36][C:37]([NH:39][C@@H:40]([C:44]1[CH:49]=[CH:48][CH:47]=[CH:46][CH:45]=1)[C:41](O)=[O:42])=[O:38])([CH3:35])([CH3:34])[CH3:33]>>[C:26]1([C:8]2([C:2]3[CH:3]=[CH:4][CH:5]=[CH:6][CH:7]=3)[C@@H:16]3[C@@H:12]([CH2:13][N:14]([C:41](=[O:42])[C@@H:40]([NH:39][C:37]([O:36][C:32]([CH3:34])([CH3:33])[CH3:35])=[O:38])[C:44]4[CH:49]=[CH:48][CH:47]=[CH:46][CH:45]=4)[CH2:15]3)[C@@:11]([C:18]3[CH:23]=[CH:22][CH:21]=[CH:20][C:19]=3[O:24][CH3:25])([OH:17])[CH2:10][CH2:9]2)[CH:31]=[CH:30][CH:29]=[CH:28][CH:27]=1 |f:0.1|. Procedure: By working in accordance with Example 4, starting from 2.25 g of (3aS,4S,7aS)-7,7-diphenyl-4-(2-methoxyphenyl)perhydroisoindol-4-ol hydrochloride and 1.25 g of (S)-2-tert-butoxycarbonylamino-2-phenylacetic acid, 0.35 g of (3aS,4S,7aS)-7,7-diphenyl-4-(2-methoxyphenyl)-2-[(S)-2-tert-butoxycarbonylamino-2-phenylacetyl]perhydroisoindol-4-ol is obtained in the form of a white foam. Starting materials: CCN=C=NCCCN(C)C, CN(C)c1ccncc1, ClCCl, Cl, NS(=O)(=O)c1cccc([N+](=O)[O-])c1, O=C(O)c1ccccc1. Yields the product O=C(NS(=O)(=O)c1cccc([N+](=O)[O-])c1)c1ccccc1. Reaction SMILES: [CH3:24][N:25]([CH3:26])[CH2:27][CH2:28][CH2:29][N:30]=[C:31]=[N:32][CH2:33][CH3:34].[CH3:35][N:36]([CH3:37])[c:38]1[cH:39][cH:40][n:41][cH:42][cH:43]1.[Cl:44][CH2:45][Cl:46].[ClH:23].[N+:1](=[O:2])([O-:3])[c:4]1[cH:5][c:6]([S:10](=[O:11])(=[O:12])[NH2:13])[cH:7][cH:8][cH:9]1.[OH:14][C:15](=[O:16])[c:17]1[cH:18][cH:19][cH:20][cH:21][cH:22]1>>[N+:1](=[O:2])([O-:3])[c:4]1[cH:5][c:6]([S:10](=[O:11])(=[O:12])[NH:13][C:15](=[O:14])[c:17]2[cH:18][cH:19][cH:20][cH:21][cH:22]2)[cH:7][cH:8][cH:9]1. Reactants: IC1=CC=C(C=C1)OC (4-iodoanisole), C(C=C)(=O)OC (methyl acrylate), C(CCC)N(CCCC)CCCC (tri-n-butylamine), CN(C)C=O (DMF). Reagents/catalysts: C(C)(=O)[O-].[Pd+2].C(C)(=O)[O-] (palladium acetate). The solvent is O (water). Yields the product COC(\C=C\C1=CC=C(C=C1)OC)=O ((E)-Methyl4-methoxycinnamate). The yield is 70.0%. As a reaction SMILES: I[C:2]1[CH:7]=[CH:6][C:5]([O:8][CH3:9])=[CH:4][CH:3]=1.[C:10]([O:14][CH3:15])(=[O:13])[CH:11]=[CH2:12].C(N(CCCC)CCCC)CCC.CN(C=O)C>C([O-])(=O)C.[Pd+2].C([O-])(=O)C.O>[CH3:15][O:14][C:10](=[O:13])/[CH:11]=[CH:12]/[C:2]1[CH:7]=[CH:6][C:5]([O:8][CH3:9])=[CH:4][CH:3]=1 |f:4.5.6|. Procedure details: Table 1, Entry 1. In the reaction tube were mixed 4-iodoanisole (0.234 g, 1.0 mmol), methyl acrylate (0.108 g, 1.25 mmol), palladium acetate (0.00225 g, 0.01 mmol), tri-n-butylamine (0.185 g, 1.0 mmol) and 0.50 ml DMF.under nitrogen. The contents of the flask were irradiated for 3.50 min with an effect of 60 W. After cooling, the product mixture was poured into 25 ml water and was extracted three times with 25 ml DCM. The combined extracts were washed with 25 ml water and concentrated to an oil.... Starting materials: CC1=C(C=CC(=C1)[N+](=O)[O-])N=C1SC[C@@H](N1)CC(C)C ((4S)-2-(2-methyl-4nitrophenylimino)-4-isobutyl-1,3-thiazolidine), C(C(C)(C)C)Br (neopentyl bromide). Yields the product CC(CN(C=1SC[C@@H](N1)CC(C)C)C1=C(C=C(C=C1)[N+](=O)[O-])C)(C)C ((4S)-2-(N-(2,2-dimethylpropyl)-2-methyl-4-nitrophenylamino)-4-isobutyl-1,3-thiazoline). As a reaction SMILES: [CH3:1][C:2]1[CH:7]=[C:6]([N+:8]([O-:10])=[O:9])[CH:5]=[CH:4][C:3]=1[N:11]=[C:12]1[NH:16][C@@H:15]([CH2:17][CH:18]([CH3:20])[CH3:19])[CH2:14][S:13]1.[CH2:21](Br)[C:22]([CH3:25])([CH3:24])[CH3:23]>>[CH3:21][C:22]([CH3:25])([CH3:24])[CH2:23][N:11]([C:3]1[CH:4]=[CH:5][C:6]([N+:8]([O-:10])=[O:9])=[CH:7][C:2]=1[CH3:1])[C:12]1[S:13][CH2:14][C@H:15]([CH2:17][CH:18]([CH3:20])[CH3:19])[N:16]=1. Procedure details: (1S)-1-(Hydroxymethyl)-3-methylbutylamine was made from (L)-leucine methyl ester as described in Method B1b. The 2-hydroxyethylamine was converted to (1S)-1-(chloromethyl)-3-methylbutanammonium chloride as described in Method B7a. 2-Methyl-4-nitrophenyl isothiocyanate was reacted with (1S)-1-(chloromethyl)-3-methylbutanammonium chloride according to Method C1a to give (4S)-2-(2-methyl-4nitrophenylimino)-4-isobutyl-1,3-thiazolidine. The thiazolidine was reacted with neopentyl bromide according to...